From a dataset of the Open Reaction Database (ORD), a public repository of structured organic reaction records. describe an organic reaction: reactants, conditions, products, and yield Starting materials: Cl.ClC=1C=C(C=CC1F)C1=NC(=CC=C1CN)C(F)(F)F ((2-(3-chloro-4-fluorophenyl)-6-(trifluoromethyl)pyridin-3-yl)methanamine hydrochloride), FC=1C=C(C=CC1CNS(=O)(=O)C)C(C(=O)O)C (2-(3-fluoro-4-(methylsulfonamidomethyl)phenyl)propanoic acid), F[B-](F)(F)F.N1(N=NC2=C1C=CC=C2)OC(=[N+](C)C)N(C)C (O-(1H-benzotriazol-1-yl)-N,N,N′,N′-tetramethyluronium tetrafluoroborate), C(C)N(C(C)C)C(C)C (N-ethyldiisopropylamine). The solvent is O1CCCC1 (tetrahydrofuran). Conditions: time 48 hour. Yields the product ClC=1C=C(C=CC1F)C1=NC(=CC=C1CNC(C(C)C1=CC(=C(C=C1)CNS(=O)(=O)C)F)=O)C(F)(F)F (N-((2-(3-chloro-4-fluorophenyl)-6-(trifluoromethyl)pyridin-3-yl)methyl)-2-(3-fluoro-4-(methylsulfonamidomethyl)phenyl)propanamide). Reaction SMILES: Cl.[Cl:2][C:3]1[CH:4]=[C:5]([C:10]2[C:15]([CH2:16][NH2:17])=[CH:14][CH:13]=[C:12]([C:18]([F:21])([F:20])[F:19])[N:11]=2)[CH:6]=[CH:7][C:8]=1[F:9].[F:22][C:23]1[CH:24]=[C:25]([CH:35]([CH3:39])[C:36](O)=[O:37])[CH:26]=[CH:27][C:28]=1[CH2:29][NH:30][S:31]([CH3:34])(=[O:33])=[O:32].F[B-](F)(F)F.N1(OC(N(C)C)=[N+](C)C)C2C=CC=CC=2N=N1.C(N(C(C)C)C(C)C)C>O1CCCC1>[Cl:2][C:3]1[CH:4]=[C:5]([C:10]2[C:15]([CH2:16][NH:17][C:36](=[O:37])[CH:35]([C:25]3[CH:26]=[CH:27][C:28]([CH2:29][NH:30][S:31]([CH3:34])(=[O:32])=[O:33])=[C:23]([F:22])[CH:24]=3)[CH3:39])=[CH:14][CH:13]=[C:12]([C:18]([F:20])([F:21])[F:19])[N:11]=2)[CH:6]=[CH:7][C:8]=1[F:9] |f:0.1,3.4|. Reported procedure: To a stirred solution of (2-(3-chloro-4-fluorophenyl)-6-(trifluoromethyl)pyridin-3-yl)methanamine hydrochloride (1.104 g, 3.632 mmol) and 2-(3-fluoro-4-(methylsulfonamidomethyl)phenyl)propanoic acid (1 g, 3.632 mmol) in tetrahydrofuran (28 mL) was added 1-hydroxybenzotriazolhydrate (0.49 mL, 3.632 mmol), O-(1H-benzotriazol-1-yl)-N,N,N′,N′-tetramethyluronium tetrafluoroborate (1.166 g, 3.632 mmol) and N-ethyldiisopropylamine (1.852 mL, 10.896 mmol) and the reaction mixture was allowed to stir for... Reactants: CC(=O)O, O=C(Cc1ccc(Cl)cc1)NCC1CCc2ncn(C(c3ccccc3)(c3ccccc3)c3ccccc3)c2C1, O. Yields the product O=C(Cc1ccc(Cl)cc1)NCC1CCc2[nH]cnc2C1. As a reaction SMILES: [CH3:41][C:42](=[O:43])[OH:44].[Cl:1][c:2]1[cH:3][cH:4][c:5]([CH2:8][C:9](=[O:10])[NH:11][CH2:12][CH:13]2[CH2:14][c:15]3[c:16]([n:17][cH:18][n:19]3[C:20]([c:21]3[cH:22][cH:23][cH:24][cH:25][cH:26]3)([c:27]3[cH:28][cH:29][cH:30][cH:31][cH:32]3)[c:33]3[cH:34][cH:35][cH:36][cH:37][cH:38]3)[CH2:39][CH2:40]2)[cH:6][cH:7]1.[OH2:45]>>[Cl:1][c:2]1[cH:3][cH:4][c:5]([CH2:8][C:9](=[O:10])[NH:11][CH2:12][CH:13]2[CH2:14][c:15]3[c:16]([nH:17][cH:18][n:19]3)[CH2:39][CH2:40]2)[cH:6][cH:7]1. Starting materials: O=C(CBr)CCc1ccccc1, C1CCOC1, CSC1CC(=O)N1, [H-], [Na+]. Product: CSC1CC(=O)N1CC(=O)CCc1ccccc1. As a reaction SMILES: [Br:10][CH2:11][C:12]([CH2:13][CH2:14][c:15]1[cH:16][cH:17][cH:18][cH:19][cH:20]1)=[O:21].[CH2:22]1[O:23][CH2:24][CH2:25][CH2:26]1.[CH3:1][S:2][CH:3]1[CH2:4][C:5](=[O:7])[NH:6]1.[H-:8].[Na+:9]>>[CH3:1][S:2][CH:3]1[CH2:4][C:5](=[O:7])[N:6]1[CH2:11][C:12]([CH2:13][CH2:14][c:15]1[cH:16][cH:17][cH:18][cH:19][cH:20]1)=[O:21]. Reactants: OC1=C(C=C(C=C1C(C)(C)CC)C(C)(C)CC)N=NC1=C(C=CC=C1)[N+](=O)[O-] (2'-hydroxy-3',5'-di-tert-amyl-2-nitroazobenzene), OC1=C(C=C(C=C1)C(C)(C)CC(C)(C)C)N=NC1=C(C=CC=C1)[N+](=O)[O-] (2'-hydroxy-5'-tert-octyl-2-nitroazobenzene), [OH-].[Na+] (sodium hydroxide), [N+](=O)([O-])C1=C(C=CC=C1)N=NC1=CC=CC=C1 (o-nitroazobenzene). Product: OC1=C(C=C(C=C1)C(C)(C)CC(C)(C)C)N1N=C2C(=N1)C=CC=C2 (2-(2-hydroxy-5-tert-octylphenyl)-2H-benzotriazole). Isolated yield 62.6%. Reaction SMILES: OC1C(C(CC)(C)C)=CC(C(CC)(C)C)=CC=1N=NC1C=CC=CC=1[N+]([O-])=O.[OH:29][C:30]1[CH:35]=[CH:34][C:33]([C:36]([CH2:39][C:40]([CH3:43])([CH3:42])[CH3:41])([CH3:38])[CH3:37])=[CH:32][C:31]=1[N:44]=[N:45][C:46]1[CH:51]=[CH:50][CH:49]=[CH:48][C:47]=1[N+:52]([O-])=O.[OH-].[Na+].[N+](C1C=CC=CC=1N=NC1C=CC=CC=1)([O-])=O>>[OH:29][C:30]1[CH:35]=[CH:34][C:33]([C:36]([CH2:39][C:40]([CH3:43])([CH3:42])[CH3:41])([CH3:38])[CH3:37])=[CH:32][C:31]=1[N:44]1[N:52]=[C:47]2[CH:48]=[CH:49][CH:50]=[CH:51][C:46]2=[N:45]1 |f:2.3|. Procedure: When in Example 1, the 2'-hydroxy-3',5'-di-tert-amyl-2-nitroazobenzene was replaced by an equivalent amount of 2'-hydroxy-5'-tert-octyl-2-nitroazobenzene and the moles of sodium hydroxide per mole of o-nitroazobenzene intermediate was increased from 0.42/1 to 1.2/1, the product 2-(2-hydroxy-5-tert-octylphenyl)-2H-benzotriazole was obtained in an isolated yield of 62.6% of theory with a melting point of 104°-107° C. The mother liquor contained a compound believed to be an isomer of the desired pr... Reactants: C(C1=CC=CC=C1)C=1OC2=C(C1C1=CC=C(C=C1)C1=CC=C(C=C1)O)C=CC=C2 (4′-(2-benzyl-benzofuran-3-yl)-biphenyl-4-ol), COC([C@@H](O)C)=O ((S)-(+)- lactic acid methyl ester). Yields the product C(C1=CC=CC=C1)C=1OC2=C(C1C1=CC=C(C=C1)C1=CC=C(C=C1)O[C@@H](C(=O)O)C)C=CC=C2 ((2R)-2-[4′-(2-Benzyl-benzofuran-3-yl)-biphenyl-4-yloxy]-propionic acid). Reaction SMILES: [CH2:1]([C:8]1[O:9][C:10]2[CH:29]=[CH:28][CH:27]=[CH:26][C:11]=2[C:12]=1[C:13]1[CH:18]=[CH:17][C:16]([C:19]2[CH:24]=[CH:23][C:22]([OH:25])=[CH:21][CH:20]=2)=[CH:15][CH:14]=1)[C:2]1[CH:7]=[CH:6][CH:5]=[CH:4][CH:3]=1.C[O:31][C:32](=[O:36])[C@H:33]([CH3:35])O>>[CH2:1]([C:8]1[O:9][C:10]2[CH:29]=[CH:28][CH:27]=[CH:26][C:11]=2[C:12]=1[C:13]1[CH:18]=[CH:17][C:16]([C:19]2[CH:24]=[CH:23][C:22]([O:25][C@H:33]([CH3:35])[C:32]([OH:36])=[O:31])=[CH:21][CH:20]=2)=[CH:15][CH:14]=1)[C:2]1[CH:3]=[CH:4][CH:5]=[CH:6][CH:7]=1. Reported procedure: The title compound was prepared from 4′-(2-benzyl-benzofuran-3-yl)-biphenyl-4-ol, and (S)-(+)- lactic acid methyl ester, in substantially the same manner, as described in Example 1, steps g-h, and was obtained as a white solid, mp 112-114° C.; MS m/e 448 (M+); Reactants: CCN(C(C)C)C(C)C, CCCCOC(=O)Cl, ClCCl, Cl, Cl, C=CCC(N)C(=O)OC. Yields the product C=CCC(NC(=O)OCCCC)C(=O)OC. Reaction SMILES: [CH:9]([N:10]([CH2:11][CH3:12])[CH:13]([CH3:14])[CH3:15])([CH3:16])[CH3:17].[Cl:1][C:2](=[O:3])[O:4][CH2:5][CH2:6][CH2:7][CH3:8].[Cl:29][CH2:30][Cl:31].[ClH:18].[ClH:28].[NH2:19][CH:20]([C:21](=[O:22])[O:23][CH3:24])[CH2:25][CH:26]=[CH2:27]>>[C:2](=[O:3])([O:4][CH2:5][CH2:6][CH2:7][CH3:8])[NH:19][CH:20]([C:21](=[O:22])[O:23][CH3:24])[CH2:25][CH:26]=[CH2:27].